The task is: describe an organic reaction: reactants, conditions, products, and yield. This data is from the Open Reaction Database (ORD), a public repository of structured organic reaction records. Reactants: O=C([O-])[O-], CCC(C)=O, COC(=O)c1coc(CCl)n1, [Cs+], [Cs+], O=C1Nc2ccccc2C12COc1cc3c(cc12)CCO3. The product is COC(=O)c1coc(CN2C(=O)C3(COc4cc5c(cc43)CCO5)c3ccccc32)n1. RXN SMILES: [C:33](=[O:34])([O-:35])[O-:36].[CH3:39][C:40](=[O:41])[CH2:42][CH3:43].[Cl:22][CH2:23][c:24]1[o:25][cH:26][c:27]([C:29](=[O:30])[O:31][CH3:32])[n:28]1.[Cs+:37].[Cs+:38].[NH:1]1[C:2](=[O:21])[C:3]2([c:4]3[c:5]([cH:8][c:9]4[c:13]([cH:14]3)[CH2:12][CH2:11][O:10]4)[O:6][CH2:7]2)[c:15]2[cH:16][cH:17][cH:18][cH:19][c:20]21>>[N:1]1([CH2:23][c:24]2[o:25][cH:26][c:27]([C:29](=[O:30])[O:31][CH3:32])[n:28]2)[C:2](=[O:21])[C:3]2([c:4]3[c:5]([cH:8][c:9]4[c:13]([cH:14]3)[CH2:12][CH2:11][O:10]4)[O:6][CH2:7]2)[c:15]2[cH:16][cH:17][cH:18][cH:19][c:20]21. The reactants are C(C)(C)(C)OC(=O)N[C@H](C(C)C)CO (N-TERT-BUTOXYCARBONYL-D-VALINOL), CI (methyl iodide). Product: C(C)(C)(C)OC(=O)N[C@H](C(C)C)COC (N-TERT-BUTOXYCARBONYL-O-METHYL-D-VALINOL). The yield is 67.0%. Reaction SMILES: [C:1]([O:5][C:6]([NH:8][C@@H:9]([CH2:13][OH:14])[CH:10]([CH3:12])[CH3:11])=[O:7])([CH3:4])([CH3:3])[CH3:2].[CH3:15]I>>[C:1]([O:5][C:6]([NH:8][C@@H:9]([CH2:13][O:14][CH3:15])[CH:10]([CH3:11])[CH3:12])=[O:7])([CH3:3])([CH3:4])[CH3:2]. Procedure: The title compound has been prepared in 67% yield from the alcohol of Example 6, Step B and methyl iodide following the alkylation method given in Example 6, Step C. Reactants: CC1(OCC2=C(O1)C=CC(=C2)C(C)O)C (1-(2,2-dimethyl-4H-1,3-benzodioxin-6-yl)ethanol), BrCCCCCCCOCCCC=1C=C(C=CC1)S(=O)(=O)N (3-{3-[(7-bromoheptyl)oxy]propyl}benzenesulfonamide), C(C)(C)N(C(C)C)CC (N,N-diisopropylethylamine), C(C)#N (acetonitrile), C(C)OCC (diethyl ether). Run in O (water). The product is C(C1=CC=CC=C1)N(CCCCCCCOCCCC=1C=C(C=CC1)S(=O)(=O)N)C[C@H](O)C1=CC2=C(OC(OC2)(C)C)C=C1 (3-{3-[(7-{Benzyl[(2R)-2-(2,2-dimethyl-4H-1,3-benzodioxin-6-yl)-2-hydroxyethyl]amino}heptyl)oxy]propyl}benzenesulfonamide). As a reaction SMILES: [CH3:1][C:2]1([CH3:15])[O:7][C:6]2[CH:8]=[CH:9][C:10]([CH:12]([OH:14])[CH3:13])=[CH:11][C:5]=2[CH2:4][O:3]1.Br[CH2:17][CH2:18][CH2:19][CH2:20][CH2:21][CH2:22][CH2:23][O:24][CH2:25][CH2:26][CH2:27][C:28]1[CH:29]=[C:30]([S:34]([NH2:37])(=[O:36])=[O:35])[CH:31]=[CH:32][CH:33]=1.C(N(CC)[CH:42]([CH3:44])[CH3:43])(C)C.[C:47](#[N:49])[CH3:48].[CH2:50](OCC)[CH3:51]>O>[CH2:47]([N:49]([CH2:13][C@@H:12]([C:10]1[CH:9]=[CH:8][C:6]2[O:7][C:2]([CH3:1])([CH3:15])[O:3][CH2:4][C:5]=2[CH:11]=1)[OH:14])[CH2:17][CH2:18][CH2:19][CH2:20][CH2:21][CH2:22][CH2:23][O:24][CH2:25][CH2:26][CH2:27][C:28]1[CH:29]=[C:30]([S:34]([NH2:37])(=[O:36])=[O:35])[CH:31]=[CH:32][CH:33]=1)[C:48]1[CH:43]=[CH:42][CH:44]=[CH:51][CH:50]=1. Reported procedure: A mixture of (1R)-2-benzylamino)-1-(2,2-dimethyl-4H-1,3-benzodioxin-6-yl)ethanol (55.8 g), 3-{3-[(7-bromoheptyl)oxy]propyl}benzenesulfonamide (63.65 g), N,N-diisopropylethylamine (55 ml) and acetonitrile (200 ml) was stirred and heated under N2 at reflux for ca 21 h. The mixture was cooled to room temperature then diethyl ether (1000 ml) and water (500 ml) were added and the mixture stirred. The organic phase was washed with water (500 ml), then saturated brine (500 ml) and dried (Na2SO4). The s... Starting materials: CCNCC, CN(C)C=O, Cn1nnnc1SCCCCl, [I-], [Na+]. Product: CCN(CC)CCCSc1nnnn1C. As a reaction SMILES: [CH2:14]([CH3:15])[NH:16][CH2:17][CH3:18].[CH3:19][N:20]([CH3:21])[CH:22]=[O:23].[CH3:1][n:2]1[n:3][n:4][n:5][c:6]1[S:7][CH2:8][CH2:9][CH2:10][Cl:11].[I-:13].[Na+:12]>>[CH3:1][n:2]1[n:3][n:4][n:5][c:6]1[S:7][CH2:8][CH2:9][CH2:10][N:16]([CH2:14][CH3:15])[CH2:17][CH3:18].